Dataset: the Open Reaction Database (ORD), a public repository of structured organic reaction records. Task: describe an organic reaction: reactants, conditions, products, and yield The reactants are C1C(CC2CCCCC12)O (octahydro-1H-inden-2-ol), [Cr](=O)(=O)([O-])Cl.[NH+]1=CC=CC=C1 (pyridinium chlorochromate), CCOCC (ether). Run in ClCCl (dichloromethane), ClCCl (dichloromethane). Conditions: temperature 20 celsius, time 2 hour. The product is C1C(CC2CCCCC12)=O (octahydro-2H-inden-2-one). RXN SMILES: [Cr](Cl)([O-])(=O)=O.[NH+]1C=CC=CC=1.[CH2:12]1[CH:20]2[CH:15]([CH2:16][CH2:17][CH2:18][CH2:19]2)[CH2:14][CH:13]1[OH:21].CCOCC>ClCCl>[CH2:12]1[CH:20]2[CH:15]([CH2:16][CH2:17][CH2:18][CH2:19]2)[CH2:14][C:13]1=[O:21] |f:0.1|. Procedure: To 33.6 g (155 mmol) of finely ground pyridinium chlorochromate, stirred in 300 mL of dry dichloromethane, was added 7.0 g (50 mmol) of (2 alpha and 2 beta)-octahydro-1H-inden-2-ol in 30 mL of dichloromethane. After stirring for 2 h at 20° C., 300 mL of ether was added, the organic solution decanted from the gummy precipitate and the latter extracted with 5×100 mL of ether. The combined organic solutions were filtered through 450 g of silica gel and the latter washed with ether. Concentration of... Reactants: BrC1C(C2=CC=C(C=C2CC1)OC)=O (2-bromo-6-methoxy-1-tetralone), O1CCCC1 (tetrahydrofuran), aqueous solution, [Na] (sodium), CS (methylmercaptan). Run in O (water). Conditions: time 3 hour. The product is COC=1C=C2CCC(C(C2=CC1)=O)SC (6-methoxy-2-(methylthio)-1-tetralone). Isolated yield 64.0%. RXN SMILES: Br[CH:2]1[CH2:11][CH2:10][C:9]2[C:4](=[CH:5][CH:6]=[C:7]([O:12][CH3:13])[CH:8]=2)[C:3]1=[O:14].O1CCCC1.[Na].[CH3:21][SH:22]>O>[CH3:13][O:12][C:7]1[CH:8]=[C:9]2[C:4](=[CH:5][CH:6]=1)[C:3](=[O:14])[CH:2]([S:22][CH3:21])[CH2:11][CH2:10]2 |^1:19|. Reported procedure: After 20 g of 2-bromo-6-methoxy-1-tetralone [synthesized in accordance with procedures described in W. S. Johnson, et al., J. Am. Chem. Soc., vol.66, p.218 to 220 (1944)] was dissolved into 100 ml of tetrahydrofuran, 36.5 g of a 15% aqueous solution of a sodium salt of methylmercaptan was added dropwise thereto. After the stirring for 3 hours at room temperature, the reaction mixture was poured into 300 ml of cold water. An organic layer was extracted with 200 ml of ether, and the ether layer wa...